This data is from the Open Reaction Database (ORD), a public repository of structured organic reaction records. The task is: describe an organic reaction: reactants, conditions, products, and yield Starting materials: N1(N=CC=C1)C1=CC=C(C(=O)Cl)C=C1 (4-(pyrazol-1-yl)benzoyl chloride), C=1C=CN2C1CNC1=C(C2)C=CC=C1 (10,11-dihydro-5H-pyrrolo[2,1-c][1,4]benzodiazepine), C(C)(C)N(CC)C(C)C (diisopropylethylamine). Solvent: ClCCl (dichloromethane). Reaction conditions: time 18 hour. Yields the product N1(N=CC=C1)C1=CC=C(C=C1)C(=O)N1CC=2N(CC3=C1C=CC=C3)C=CC2 ([4-(Pyrazol-1-yl)-phenyl]-(5H,11H-pyrrolo[2,1-c][1,4]benzodiazepin-10-yl)methanone). The yield is 76.7%. RXN SMILES: [N:1]1([C:6]2[CH:14]=[CH:13][C:9]([C:10](Cl)=[O:11])=[CH:8][CH:7]=2)[CH:5]=[CH:4][CH:3]=[N:2]1.[CH:15]1[CH:16]=[CH:17][N:18]2[CH2:24][C:23]3[CH:25]=[CH:26][CH:27]=[CH:28][C:22]=3[NH:21][CH2:20][C:19]=12.C(N(C(C)C)CC)(C)C>ClCCl>[N:1]1([C:6]2[CH:14]=[CH:13][C:9]([C:10]([N:21]3[C:22]4[CH:28]=[CH:27][CH:26]=[CH:25][C:23]=4[CH2:24][N:18]4[CH:17]=[CH:16][CH:15]=[C:19]4[CH2:20]3)=[O:11])=[CH:8][CH:7]=2)[CH:5]=[CH:4][CH:3]=[N:2]1. Procedure details: The 4-(pyrazol-1-yl)benzoyl chloride (0.75 g) was added to a solution of 10,11-dihydro-5H-pyrrolo[2,1-c][1,4]benzodiazepine (0.61 g) and diisopropylethylamine (0.47 g) in dichloromethane (25 ml). After 18 hours at room temperature, the reaction mixture was washed with water and a saturated aqueous sodium bicarbonate solution. The dichloromethane solution was dried over anhydrous sodium sulfate and filtered through a short column of hydrous sodium magnesium silicate and further eluted with severa... Starting materials: C(C)OCC (diethyl ether), [OH-].[Na+] (sodium hydroxide), CCOC(=O)CN=C(C1=CC=CC=C1)C2=CC=CC=C2 (Ethyl N- (diphenylmethylene) glycinate), C1CC2=CC=CC=C2C(C3=CC=CC=C31)Cl (5-chlorodibenzosuberane). The reagents and catalysts are [Br-].C(CCC)[N+](CCCC)(CCCC)CCCC (tetrabutylammonium bromide). The solvent is ClCCl (dichloromethane), O (water), O (water), ClCCl (dichloromethane). Run at time 4 hour. The product is C1(=CC=CC=C1)C(C1=CC=CC=C1)=NC1(C2=C(CCC3=C1C=CC=C3)C=CC=C2)CC(=O)OCC (Ethyl 5-[(diphenylmethylene)-amino]-10,11,dihydro-5H-dibenzo[a,d]cycloheptene-5-acetate). As a reaction SMILES: CCOC([CH2:6][N:7]=[C:8]([C:15]1[CH:20]=[CH:19][CH:18]=[CH:17][CH:16]=1)[C:9]1[CH:14]=[CH:13][CH:12]=[CH:11][CH:10]=1)=O.[CH2:21]1[C:35]2[C:30](=[CH:31][CH:32]=[CH:33][CH:34]=2)C(Cl)[C:28]2[C:23](=[CH:24][CH:25]=[CH:26][CH:27]=2)[CH2:22]1.[OH-:37].[Na+].[CH2:39]([O:41][CH2:42][CH3:43])[CH3:40]>ClCCl.[Br-].C([N+](CCCC)(CCCC)CCCC)CCC.O>[C:15]1([C:8](=[N:7][C:6]2([CH2:40][C:39]([O:41][CH2:42][CH3:43])=[O:37])[C:28]3[CH:27]=[CH:26][CH:25]=[CH:24][C:23]=3[CH2:22][CH2:21][C:35]3[CH:34]=[CH:33][CH:32]=[CH:31][C:30]2=3)[C:9]2[CH:14]=[CH:13][CH:12]=[CH:11][CH:10]=2)[CH:20]=[CH:19][CH:18]=[CH:17][CH:16]=1 |f:2.3,6.7|. Reported procedure: Ethyl N- (diphenylmethylene) glycinate (12 g, 45 mmol) and 5-chlorodibenzosuberane (12.32 g, 54 mmol) are dissolved in 250 mL of dichloromethane, tetrabutylammonium bromide (17.6 g, 55 mmol) and 47 mL of 50% sodium hydroxide solution are added and the mixture is mechanically stirred at room temperature for 4 hours. Then it is diluted with 75 mL of dichloromethane and water and the layers are separated. The organic layer is washed with water, dried over magnesium sulfate, filtered, and stripped u...